This data is from the Open Reaction Database (ORD), a public repository of structured organic reaction records. The task is: describe an organic reaction: reactants, conditions, products, and yield Starting materials: S(=O)(Cl)Cl (Thionyl chloride), C(Cl)(Cl)Cl (chloroform), CCC(O)NC(C)C (2-methylisopropylaminoethanol), C(C)O (ethanol). Product: Cl.CC(CCl)NC(C)C (2-Methylisopropylaminoethyl Chloride Hydrochloride). Reaction SMILES: S(Cl)([Cl:3])=O.C[CH2:6][CH:7]([NH:9][CH:10]([CH3:12])[CH3:11])O.C(O)C.[CH:16]([Cl:19])(Cl)Cl>>[ClH:3].[CH3:6][CH:7]([NH:9][CH:10]([CH3:12])[CH3:11])[CH2:16][Cl:19] |f:4.5|. Procedure details: Thionyl chloride (57 ml. 0.775 M) is added with stirring and cooling (below 20°) to a solution of 2-methylisopropylaminoethanol (75 g., 0.64 M) dissolved in chloroform (300 ml.). The temperature is raised to 45° at which point gas evolution becomes evident and is maintained at 45°-55° for 11/2 hour. The reaction mixture is refluxed for 2 hours. Then the mixture is cooled to 25° and ethanol (25 ml.) is added with stirring and the mixture is concentrated under vacuum. The residue is taken up in is... The reactants are C(c1coc(c2ccccc2)n1)=O, CC1=CN=C(C=C1)N, [C-]#[N+]C1CCCCC1. The reagents and catalysts are O=C(O)C(F)(F)F (trifluoroacetic acid). The solvent is CC(C)O (isopropyl alcohol), CC(C)O (isopropylalcohol). Conditions: temperature 22 celsius, time 20 hour. The product is Cc1ccc2nc(c3coc(c4ccccc4)n3)c(NC3CCCCC3)n2c1. Isolated yield 28.7%. As a reaction SMILES: CC1=CC=C(N)N=C1.[C-]#[N+]C1CCCCC1.O=CC1=COC(=N1)C1=CC=CC=C1>>CC1=CN2C(C=C1)=NC(C1=COC(=N1)C1=CC=CC=C1)=C2NC1CCCCC1.